Dataset: the Open Reaction Database (ORD), a public repository of structured organic reaction records. Task: describe an organic reaction: reactants, conditions, products, and yield Run in Cl (HCl), CC(=O)C (acetone), CCOCC (ether), C(C)O (ethanol), C1=CC=CC=C1 (benzene), C(C)N(CC)CC (triethylamine). Reaction SMILES: C1(C(C2C=CC=CC=2)(C2C=CC=CC=2)O)C=CC=CC=1.C(O)(=O)CC(O)=O.[C:28]1([C:34]([C:45]2[CH:50]=[CH:49][CH:48]=[CH:47][CH:46]=2)([C:39]2[CH:44]=[CH:43][CH:42]=[CH:41][CH:40]=2)[CH2:35][C:36]([Cl:38])=O)[CH:33]=[CH:32][CH:31]=[CH:30][CH:29]=1.[C:51]1([C:57]2([C:63]([O:65]CC)=O)[CH2:62][CH2:61][NH:60][CH2:59][CH2:58]2)[CH:56]=[CH:55][CH:54]=[CH:53][CH:52]=1.[H-].[Al+3].[Li+].[H-].[H-].[H-].[OH-].[Na+]>C(O)C.C1C=CC=CC=1.CCOCC.Cl.CC(C)=O.C(N(CC)CC)C>[ClH:38].[C:28]1([C:34]([C:39]2[CH:40]=[CH:41][CH:42]=[CH:43][CH:44]=2)([C:45]2[CH:46]=[CH:47][CH:48]=[CH:49][CH:50]=2)[CH2:35][CH2:36][N:60]2[CH2:59][CH2:58][C:57]([C:51]3[CH:52]=[CH:53][CH:54]=[CH:55][CH:56]=3)([CH2:63][OH:65])[CH2:62][CH2:61]2)[CH:29]=[CH:30][CH:31]=[CH:32][CH:33]=1 |f:4.5.6.7.8.9,10.11,18.19|. Starting materials: amide, [H-].[Al+3].[Li+].[H-].[H-].[H-] (lithium aluminum hydride), C1(=CC=CC=C1)C(O)(C1=CC=CC=C1)C1=CC=CC=C1 (triphenylcarbinol), C(CC(=O)O)(=O)O (malonic acid), [OH-].[Na+] (sodium hydroxide), C1(=CC=CC=C1)C(CC(=O)Cl)(C1=CC=CC=C1)C1=CC=CC=C1 (3,3,3-triphenylpropionyl chloride), C1(=CC=CC=C1)C1(CCNCC1)C(=O)OCC (ethyl 4-phenyl-4-piperidinecarboxylate), [H-].[Al+3].[Li+].[H-].[H-].[H-] (lithium aluminum hydride). Procedure: A mixture of 2 parts of triphenylcarbinol and 8 parts of malonic acid are heated at 170° for 31 hours. This mixture is cooled and then dissolved in hot ethanol. 3,3,3-Triphenylpropionic acid, melting at 182°, crystallizes from the ethanol upon cooling. 1 Part of 3,3,3-triphenylpropionic acid is then refluxed with 5 parts of thionyl chloride for 4 hours and the excess thionyl chloride is removed in vacuum to provide the crude 3,3,3-triphenylpropionyl chloride. 9 Parts of this 3,3,3-triphenylpropi... Product: Cl.C1(=CC=CC=C1)C(CCN1CCC(CC1)(CO)C1=CC=CC=C1)(C1=CC=CC=C1)C1=CC=CC=C1 (1-(3,3,3-triphenylpropyl)-4-(phenyl)-4-piperidinemethanol hydrochloride). Reactants: C(C1=CC=CC=C1)OC(=O)N[C@@H](CC(N)=O)C(=O)N[C@H]([C@@H](C(=O)O)O)CC1=CC=CC=C1 ((2S,3S)-3-(N2 -benzyloxycarbonyl-L-asparaginyl)amino-2-hydroxy-4-phenylbutyric acid), C(C)(C)(C)OC(=O)N1[C@H](C(=O)NC(C)(C)C)CC(C1)=O (1-t-butoxycarbonyl-N-t-butyl-4-oxo-L-prolinamide). The product is C(C1=CC=CC=C1)OC(=O)N[C@@H](CC(N)=O)C(=O)N[C@H]([C@@H](C(=O)N1[C@H](C(=O)NC(C)(C)C)CC(C1)=O)O)CC1=CC=CC=C1 (1-[(2S,3S)-3-(N2 -Benzyloxycarbonyl-L-asparaginyl)amino-2-hydroxy-4-phenylbutyryl]-N-t-butyl-4-oxo-L-prolinamide). RXN SMILES: [CH2:1]([O:8][C:9]([NH:11][C@H:12]([C:17]([NH:19][C@@H:20]([CH2:26][C:27]1[CH:32]=[CH:31][CH:30]=[CH:29][CH:28]=1)[C@H:21]([OH:25])[C:22]([OH:24])=O)=[O:18])[CH2:13][C:14](=[O:16])[NH2:15])=[O:10])[C:2]1[CH:7]=[CH:6][CH:5]=[CH:4][CH:3]=1.C(OC([N:40]1[CH2:51][C:50](=[O:52])[CH2:49][C@H:41]1[C:42]([NH:44][C:45]([CH3:48])([CH3:47])[CH3:46])=[O:43])=O)(C)(C)C>>[CH2:1]([O:8][C:9]([NH:11][C@H:12]([C:17]([NH:19][C@@H:20]([CH2:26][C:27]1[CH:32]=[CH:31][CH:30]=[CH:29][CH:28]=1)[C@H:21]([OH:25])[C:22]([N:40]1[CH2:51][C:50](=[O:52])[CH2:49][C@H:41]1[C:42]([NH:44][C:45]([CH3:48])([CH3:47])[CH3:46])=[O:43])=[O:24])=[O:18])[CH2:13][C:14](=[O:16])[NH2:15])=[O:10])[C:2]1[CH:7]=[CH:6][CH:5]=[CH:4][CH:3]=1. Procedure: A procedure similar to that described in Example 1 was repeated, except that (2S,3S)-3-(N2 -benzyloxycarbonyl-L-asparaginyl)amino-2-hydroxy-4-phenylbutyric acid (prepared as described in Preparation 1) and 1-t-butoxycarbonyl-N-t-butyl-4-oxo-L-prolinamide (prepared as described in Preparation 3) were used as starting materials, in relative proportions similar to those used in that Example, to obtain the title compound as colorless powdery crystals, melting at 116°-120° C. Product: CCOC(=O)c1c2c(c(O)c[n+]1[O-])C(=O)N(Cc1ccc(F)cc1)CC2. Reactants: CCO, CC(=O)O, CCOC(=O)c1ncc(O)c2c1CCN(Cc1ccc(F)cc1)C2=O. As a reaction SMILES: [CH3:26][CH2:27][OH:28].[CH3:29][C:30](=[O:31])[OH:32].[F:1][c:2]1[cH:3][cH:4][c:5]([CH2:6][N:7]2[C:8](=[O:23])[c:9]3[c:10]([OH:22])[cH:11][n:12][c:13]([C:17](=[O:18])[O:19][CH2:20][CH3:21])[c:14]3[CH2:15][CH2:16]2)[cH:24][cH:25]1>>[F:1][c:2]1[cH:3][cH:4][c:5]([CH2:6][N:7]2[C:8](=[O:23])[c:9]3[c:10]([OH:22])[cH:11][n+:12]([O-:28])[c:13]([C:17](=[O:18])[O:19][CH2:20][CH3:21])[c:14]3[CH2:15][CH2:16]2)[cH:24][cH:25]1. The reactants are C(CCCC)[Si]1(CCC(CC1)C1CCC(CC1)C=O)C (4-(4-n-pentyl-4-methyl-4-silacyclohexyl)cyclohexane carbaldehyde), O (water), CC(C)([O-])C.[K+] (potassium t-butoxide), [Br-].FC=1C=C(C[P+](C2=CC=CC=C2)(C2=CC=CC=C2)C2=CC=CC=C2)C=CC1O[Si](C)(C)C(C)(C)C (3-fluoro-4-(t-butyldimethylsiloxy)benzyltriphenylphosphonium bromide). Solvent: C1CCOC1 (THF), C(C)(=O)OCC (ethyl acetate), C1CCOC1 (THF). Conditions: time 2 hour. Product: FC=1C=C(C=CC1O[Si](C)(C)C(C)(C)C)C=CC1CCC(CC1)C1CC[Si](CC1)(C)CCCCC (4-(4-(2-(3-fluoro-4-(t-butyldimethylsiloxy)phenyl)ethenyl)cyclohexyl)-1-pentyl-1-methyl-1-silacyclohexane). RXN SMILES: CC(C)([O-])C.[K+].[Br-].[F:8][C:9]1[CH:10]=[C:11]([CH:32]=[CH:33][C:34]=1[O:35][Si:36]([C:39]([CH3:42])([CH3:41])[CH3:40])([CH3:38])[CH3:37])[CH2:12][P+](C1C=CC=CC=1)(C1C=CC=CC=1)C1C=CC=CC=1.[CH2:43]([Si:48]1([CH3:62])[CH2:53][CH2:52][CH:51]([CH:54]2[CH2:59][CH2:58][CH:57]([CH:60]=O)[CH2:56][CH2:55]2)[CH2:50][CH2:49]1)[CH2:44][CH2:45][CH2:46][CH3:47].O>C1COCC1.C(OCC)(=O)C>[F:8][C:9]1[CH:10]=[C:11]([CH:12]=[CH:60][CH:57]2[CH2:56][CH2:55][CH:54]([CH:51]3[CH2:52][CH2:53][Si:48]([CH2:43][CH2:44][CH2:45][CH2:46][CH3:47])([CH3:62])[CH2:49][CH2:50]3)[CH2:59][CH2:58]2)[CH:32]=[CH:33][C:34]=1[O:35][Si:36]([C:39]([CH3:40])([CH3:41])[CH3:42])([CH3:37])[CH3:38] |f:0.1,2.3|. Procedure: 12.0 g of potassium t-butoxide was added to a mixture of 60 g of 3-fluoro-4-(t-butyldimethylsiloxy)benzyltriphenylphosphonium bromide and 200 ml of THF to prepare an orange-colored ylide solution. A solution, in 50 ml of THF, of 33 g of 4-(4-n-pentyl-4-methyl-4-silacyclohexyl)cyclohexane carbaldehyde was added to the ylide solution. The reaction mixture was agitated at room temperature for 2 hours, followed by pouring into iced water and extraction with ethyl acetate. After ordinary washing, dry...